Dataset: the Open Reaction Database (ORD), a public repository of structured organic reaction records. Task: describe an organic reaction: reactants, conditions, products, and yield The reactants are tetrakistriphenylphosphine palladium, BrC1=CC=C(S1)/C=C/C(=O)OC (methyl (E)-3-(5-bromothiophen-2-yl)acrylate), B(OC1=CC=C(C=C1)C(C)(C)C)([O-])[O-] (4-tert-butylphenyl borate), C([O-])([O-])=O.[K+].[K+] (potassium carbonate), C(C)(=O)OCC (ethyl acetate). The solvent is C1(=CC=CC=C1)C.C(C)O.O (toluene ethanol water). Product: C(C)(C)(C)C1=CC=C(C=C1)C1=CC=C(S1)/C=C/C(=O)OC (methyl (E)-3-[5-(4-tert-butylphenyl)thiophen-2-yl]acrylate). Yield: 85.8%. As a reaction SMILES: Br[C:2]1[S:6][C:5](/[CH:7]=[CH:8]/[C:9]([O:11][CH3:12])=[O:10])=[CH:4][CH:3]=1.B([O-])([O-])O[C:15]1[CH:20]=[CH:19][C:18]([C:21]([CH3:24])([CH3:23])[CH3:22])=[CH:17][CH:16]=1.C(=O)([O-])[O-].[K+].[K+].C(OCC)(=O)C>C1(C)C=CC=CC=1.C(O)C.O>[C:21]([C:18]1[CH:19]=[CH:20][C:15]([C:2]2[S:6][C:5](/[CH:7]=[CH:8]/[C:9]([O:11][CH3:12])=[O:10])=[CH:4][CH:3]=2)=[CH:16][CH:17]=1)([CH3:24])([CH3:23])[CH3:22] |f:2.3.4,6.7.8|. Procedure: Under argon atmosphere, a solution of methyl (E)-3-(5-bromothiophen-2-yl)acrylate (0.23 g), 4-tert-butylphenyl borate (0.3 g) and potassium carbonate (0.26 g) in toluene/ethanol/water (20/2/2 ml) was stirred at room temperature for 1 hour. To the mixture was added tetrakistriphenylphosphine palladium (32 mg), and the mixture was refluxed for 18 hours and then cooled to room temperature. To the organic layer was added ethyl acetate, and the mixture was washed with saturated brine and dried with m... The reactants are B(Br)(Br)Br (Boron tribromide), COC1=C(C=C(C=C1)CC(=O)O)C(F)(F)F (2-(4-methoxy-3-(trifluoromethyl)phenyl)acetic acid), ClCCl (dichloromethane). Conditions: time 90 minute. The product is OC1=C(C=C(C=C1)CC(=O)OC)C(F)(F)F (methyl 2-(4-hydroxy-3-(trifluoromethyl)phenyl)acetate). Yield: 33.2%. RXN SMILES: B(Br)(Br)Br.C[O:6][C:7]1[CH:12]=[CH:11][C:10]([CH2:13][C:14]([OH:16])=[O:15])=[CH:9][C:8]=1[C:17]([F:20])([F:19])[F:18].Cl[CH2:22]Cl>>[OH:6][C:7]1[CH:12]=[CH:11][C:10]([CH2:13][C:14]([O:16][CH3:22])=[O:15])=[CH:9][C:8]=1[C:17]([F:20])([F:19])[F:18]. Reported procedure: Boron tribromide (8.02 mL, 84.87 mmol) was added dropwise to 2-(4-methoxy-3-(trifluoromethyl)phenyl)acetic acid (3.31 g, 14.13 mmol) in dichloromethane (250 mL) while maintaining the temperature below 10° C. After complete addition the reaction mixture was removed from the ice bath and allowed to stir at ambient temperature under nitrogen for 90 minutes. The reaction mixture was added dropwise to ice cold methanol (150 mL) and the mixture was stirred at ambient temperature for a further 40 minut... The reactants are O=C([O-])[O-], CN1CCCC1=O, Cc1cc(N2CC(CNC(=O)c3ccc(Cl)s3)OC2=O)cc(C)c1-n1cccc(O)c1=O, ClCCBr, [Cs+], [Cs+], O. Yields the product Cc1cc(N2CC(CNC(=O)c3ccc(Cl)s3)OC2=O)cc(C)c1-n1cccc(OCCCl)c1=O. As a reaction SMILES: [C:37](=[O:38])([O-:39])[O-:40].[CH3:44][N:45]1[CH2:46][CH2:47][CH2:48][C:49]1=[O:50].[Cl:1][c:2]1[cH:3][cH:4][c:5]([C:7](=[O:8])[NH:9][CH2:10][CH:11]2[CH2:12][N:13]([c:17]3[cH:18][c:19]([CH3:32])[c:20](-[n:24]4[c:25](=[O:31])[c:26]([OH:30])[cH:27][cH:28][cH:29]4)[c:21]([CH3:23])[cH:22]3)[C:14](=[O:16])[O:15]2)[s:6]1.[Cl:33][CH2:34][CH2:35][Br:36].[Cs+:41].[Cs+:42].[OH2:43]>>[Cl:1][c:2]1[cH:3][cH:4][c:5]([C:7](=[O:8])[NH:9][CH2:10][CH:11]2[CH2:12][N:13]([c:17]3[cH:18][c:19]([CH3:32])[c:20](-[n:24]4[c:25](=[O:31])[c:26]([O:30][CH2:35][CH2:34][Cl:33])[cH:27][cH:28][cH:29]4)[c:21]([CH3:23])[cH:22]3)[C:14](=[O:16])[O:15]2)[s:6]1. Reactants: BrBr (Br2), [Al+3].[Cl-].[Cl-].[Cl-] (AlCl3), CC1=CC2=C(S1)C(C(C2)C)=O (2,5-dimethyl-4,5-dihydrocyclopenta[b]thiophen-6-one), ice. Run in C(Cl)(Cl)Cl (CHCl3), C(Cl)(Cl)Cl (CHCl3), C(Cl)(Cl)Cl (CHCl3). Reaction conditions: time 10 minute. The product is BrC=1C2=C(SC1C)C(C(C2)C)=O (3-Bromo-2,5-dimethyl-4,5-dihydro-cyclopenta[b]thiophen-6-one). The yield is 91.7%. RXN SMILES: [Al+3].[Cl-].[Cl-].[Cl-].[CH3:5][C:6]1[S:10][C:9]2[C:11](=[O:15])[CH:12]([CH3:14])[CH2:13][C:8]=2[CH:7]=1.[Br:16]Br>C(Cl)(Cl)Cl>[Br:16][C:7]1[C:8]2[CH2:13][CH:12]([CH3:14])[C:11](=[O:15])[C:9]=2[S:10][C:6]=1[CH3:5] |f:0.1.2.3|. Reported procedure: To a suspension of 92.4 g (693 mmol) of AlCl3 (anhydrous powder) in 120 ml of CHCl3, 51.2 g (308 mmol) of 2,5-dimethyl-4,5-dihydrocyclopenta[b]thiophen-6-one in 50 ml of CHCl3 was added at 0° C. over 0.5 hour. The reaction mixture was stirred for 10 minutes at this temperature; then a solution of 16.6 ml of Br2 (323 mmol) in 30 ml of CHCl3 was added dropwise over 1 hour. The resulting mixture was stirred for 1 hour at room temperature, and then poured over 1000 cm3 of ice. The organic layer was ... The reactants are C1(CCCCC1)C(=O)NCCC1=C(C=CC=C1)Cl (1-Cyclohexylcarbonylamino-2-(2-chlorophenyl)-ethane), P(=O)(Cl)(Cl)Cl (phosphorus oxychloride), O=P12OP3(=O)OP(=O)(O1)OP(=O)(O2)O3 (phosphorus pentoxide). The product is C1(CCCCC1)C1=NCCC2=C(C=CC=C12)Cl (1-cyclohexyl-5-chloro-3,4-dihydroisoquinoline). As a reaction SMILES: [CH:1]1([C:7]([NH:9][CH2:10][CH2:11][C:12]2[CH:17]=[CH:16][CH:15]=[CH:14][C:13]=2[Cl:18])=O)[CH2:6][CH2:5][CH2:4][CH2:3][CH2:2]1.P(Cl)(Cl)(Cl)=O.O=P12OP3(OP(OP(O3)(O1)=O)(=O)O2)=O>>[CH:1]1([C:7]2[C:17]3[C:12](=[C:13]([Cl:18])[CH:14]=[CH:15][CH:16]=3)[CH2:11][CH2:10][N:9]=2)[CH2:6][CH2:5][CH2:4][CH2:3][CH2:2]1. Procedure: 1-Cyclohexylcarbonylamino-2-(2-chlorophenyl)-ethane, phosphorus oxychloride and phosphorus pentoxide were reacted in the same was as in step (b) of Example 13 to afford 1-cyclohexyl-5-chloro-3,4-dihydroisoquinoline as an oil.